describe an organic reaction: reactants, conditions, products, and yield From a dataset of the Open Reaction Database (ORD), a public repository of structured organic reaction records. RXN SMILES: [Br:1][C:2]1[CH:3]=[CH:4][C:5]([NH:11][C:12]2[C:13]3[CH:21]=[CH:20][N:19]([S:22]([C:25]4[CH:30]=[CH:29][C:28]([CH3:31])=[CH:27][CH:26]=4)(=[O:24])=[O:23])[C:14]=3[N:15]=[C:16](Cl)[N:17]=2)=[C:6]([CH:10]=1)[C:7]([NH2:9])=[O:8].[OH-].[NH4+].[CH3:34][CH:35]([N:37]1[CH2:42][CH2:41][N:40]([C:43]2[CH:49]=[CH:48][C:46]([NH2:47])=[C:45]([O:50][CH3:51])[CH:44]=2)[CH2:39][CH2:38]1)[CH3:36]>>[Br:1][C:2]1[CH:3]=[CH:4][C:5]([NH:11][C:12]2[C:13]3[CH:21]=[CH:20][N:19]([S:22]([C:25]4[CH:30]=[CH:29][C:28]([CH3:31])=[CH:27][CH:26]=4)(=[O:24])=[O:23])[C:14]=3[N:15]=[C:16]([NH:47][C:46]3[CH:48]=[CH:49][C:43]([N:40]4[CH2:41][CH2:42][N:37]([CH:35]([CH3:34])[CH3:36])[CH2:38][CH2:39]4)=[CH:44][C:45]=3[O:50][CH3:51])[N:17]=2)=[C:6]([CH:10]=1)[C:7]([NH2:9])=[O:8] |f:1.2|. The reactants are BrC=1C=CC(=C(C(=O)N)C1)NC=1C2=C(N=C(N1)Cl)N(C=C2)S(=O)(=O)C2=CC=C(C=C2)C (5-bromo-2-({2-chloro-7-[(4-methylphenyl)sulfonyl]-7H-pyrrolo[2,3-d]pyrimidin-4-yl}amino)benzamide), [OH-].[NH4+] (ammonium hydroxide), CC(C)N1CCN(CC1)C1=CC(=C(N)C=C1)OC (4-[4-(1-methylethyl)-1-piperazinyl]-2-(methyloxy)aniline). Isolated yield 73.1%. Product: BrC=1C=CC(=C(C(=O)N)C1)NC=1C2=C(N=C(N1)NC1=C(C=C(C=C1)N1CCN(CC1)C(C)C)OC)N(C=C2)S(=O)(=O)C2=CC=C(C=C2)C (5-bromo-2-({2-{[4-[4-(1-methylethyl)-1-piperazinyl]-2-(methyloxy)phenyl]amino}-7-[(4-methylphenyl)sulfonyl]-7H-pyrrolo[2,3-d]pyrimidin-4-yl}amino)benzamide). Procedure details: According to General Protocol III/Step A & B, 5-bromo-2-({2-chloro-7-[(4-methylphenyl)sulfonyl]-7H-pyrrolo[2,3-d]pyrimidin-4-yl}amino)benzamide (1.5 g, 3.69 mmol), 27% aqueous ammonium hydroxide, and 4-[4-(1-methylethyl)-1-piperazinyl]-2-(methyloxy)aniline (0.550 g, 3.32 mmol) were combined to afford 5-bromo-2-({2-{[4-[4-(1-methylethyl)-1-piperazinyl]-2-(methyloxy)phenyl]amino}-7-[(4-methylphenyl)sulfonyl]-7H-pyrrolo[2,3-d]pyrimidin-4-yl}amino)benzamide as a pale yellow solid (1.78 g). An aliquo...